From a dataset of the Open Reaction Database (ORD), a public repository of structured organic reaction records. describe an organic reaction: reactants, conditions, products, and yield Starting materials: [F-].C(CCC)[N+](CCCC)(CCCC)CCCC (tetrabutylammonium fluoride), CC(C(O)(C=1N=CN(C1)C(C1=CC=CC=C1)(C1=CC=CC=C1)C1=CC=CC=C1)C1=CC2=CC=C(C=C2C=C1)C=1N=NNC1[Si](C)(C)C)C (2-methyl-1-(6-(5-trimethylsilyl-1H-1,2,3-triazol-4-yl)-2-naphthyl)-1-(1-trityl-1H-imidazol-4-yl)-1-propanol). Run in C1CCOC1 (THF), C1CCOC1 (THF), O (water). Conditions: time 1 hour. Yields the product N1C=NC(=C1)C(C(C)C)(O)C1=CC2=CC=C(C=C2C=C1)C=1N=NNC1 (1-(1H-Imidazol-4-yl)-2-methyl-1-(6-(1H-1,2,3-triazol-4-yl)-2-naphthyl)-1-propanol). Yield: 166.6%. Reaction SMILES: [F-].C([N+](CCCC)(CCCC)CCCC)CCC.[CH3:19][CH:20]([CH3:66])[C:21]([C:47]1[CH:56]=[CH:55][C:54]2[C:49](=[CH:50][CH:51]=[C:52]([C:57]3[N:58]=[N:59][NH:60][C:61]=3[Si](C)(C)C)[CH:53]=2)[CH:48]=1)([C:23]1[N:24]=[CH:25][N:26](C(C2C=CC=CC=2)(C2C=CC=CC=2)C2C=CC=CC=2)[CH:27]=1)[OH:22]>C1COCC1.O>[NH:26]1[CH:27]=[C:23]([C:21]([C:47]2[CH:56]=[CH:55][C:54]3[C:49](=[CH:50][CH:51]=[C:52]([C:57]4[N:58]=[N:59][NH:60][CH:61]=4)[CH:53]=3)[CH:48]=2)([OH:22])[CH:20]([CH3:19])[CH3:66])[N:24]=[CH:25]1 |f:0.1|. Reported procedure: A solution of tetrabutylammonium fluoride in THF (1M:3 mL) was added to a solution of 2-methyl-1-(6-(5-trimethylsilyl-1H-1,2,3-triazol-4-yl)-2-naphthyl)-1-(1-trityl-1H-imidazol-4-yl)-1-propanol (820 mg) in THF (3 mL) and the mixture was stirred at room temperature for 1 h. The reaction mixture was diluted with water and extracted with ethyl acetate. The organic layer was washed with water and brine, dried and concentrated. The residue was purified by column chromatography (eluent; hexane:THF=4:1... The reactants are CI, Cc1cc(O)cnc1Cl, [H-], [Na+], CN(C)C=O, O. The product is COc1cnc(Cl)c(C)c1. As a reaction SMILES: [CH3:12][I:13].[Cl:3][c:4]1[n:5][cH:6][c:7]([OH:11])[cH:8][c:9]1[CH3:10].[H-:2].[Na+:1].[O:15]=[CH:16][N:17]([CH3:18])[CH3:19].[OH2:14]>>[Cl:3][c:4]1[n:5][cH:6][c:7]([O:11][CH3:12])[cH:8][c:9]1[CH3:10]. Starting materials: [H-].[Al+3].[Li+].[H-].[H-].[H-] (lithium aluminum hydride), [H-].[Al+3].[Li+].[H-].[H-].[H-] (lithium aluminum hydride), FC(S(=O)(=O)N1CCC2=C(C(C1)=O)C=CS2)(F)F (6-trifluoromethanesulfonyl-4,5,7,8-tetrahydro-thieno[2,3-d]azepin-4-one), ice. Solvent: C1CCOC1 (THF), C1CCOC1 (THF). Yields the product S1C=CC2=C1CCNCC2O (5,6,7,8-Tetrahydro-4H-thieno[2,3-d]azepin-4-ol). Isolated yield 48.8%. As a reaction SMILES: FC(F)(F)S([N:6]1[CH2:12][C:11](=[O:13])[C:10]2[CH:14]=[CH:15][S:16][C:9]=2[CH2:8][CH2:7]1)(=O)=O.[H-].[Al+3].[Li+].[H-].[H-].[H-]>C1COCC1>[S:16]1[C:9]2[CH2:8][CH2:7][NH:6][CH2:12][CH:11]([OH:13])[C:10]=2[CH:14]=[CH:15]1 |f:1.2.3.4.5.6|. Reported procedure: A solution of 2.5 g of 6-trifluoromethanesulfonyl-4,5,7,8-tetrahydro-thieno[2,3-d]azepin-4-one prepared in the step 4 in 30 mL of dry THF was slowly dropped into an ice-cooled solution of 0.63 g of lithium aluminum hydride in 20 mL of dry THF. The reaction solution was gradually heated followed by heating to reflux overnight. Then the reaction solution was cooled, ice was gradually added thereto so that an excess of lithium aluminum hydride was decomposed and the mixture was subjected to extract... Reaction SMILES: BrC1C=C(O)C=CC=1.[Br:9][C:10]1[CH:19]=[C:18]2[C:13]([CH2:14][CH2:15][C:16](=[O:20])[O:17]2)=[CH:12][CH:11]=1.CC(C)=CC(O)=O.[H-].[Na+].[C:30]1([O:36][C:37](=[O:40])[CH:38]=[CH2:39])[CH:35]=[CH:34][CH:33]=[CH:32][CH:31]=1>[Al+3].[Cl-].[Cl-].[Cl-].C(Cl)Cl.O1CCCC1>[Br:9][C:10]1[CH:19]=[C:18]2[C:13]([CH2:14][CH2:15][C:16](=[O:20])[O:17]2)=[CH:12][CH:11]=1.[O:40]=[C:37]1[CH2:38][CH2:39][C:35]2[C:30](=[CH:31][CH:32]=[CH:33][CH:34]=2)[O:36]1 |f:3.4,6.7.8.9|. Reported procedure: Thus, in accordance with Reaction Scheme 6, 3-bromo phenol, or a 3-bromo phenol substituted in the 4 (para) position by an alkyl substituent (Compound 7) is acylated with an acylating agent, such as the acid chloride (compound 11) derived from 3,3-dimethylacrylic acid or from another appropriately substituted acrylic acid (R1 ' and R2 ' is either H or lower alkyl). The acylation of the 3-bromo-phenol (Compound 7) with the acid chloride (Compound 11) is preferably conducted in the presence of a s... Product: BrC1=CC=C2CCC(OC2=C1)=O (7-bromo-2-oxo-chroman), O=C1OC2=CC=CC=C2CC1 (2-oxo-chroman). The reactants are lower alkyl, BrC=1C=C(C=CC1)O (3-bromo phenol), [H-].[Na+] (sodium hydride), acid chloride, CC(=CC(=O)O)C (3,3-dimethylacrylic acid), BrC1=CC=C2CCC(OC2=C1)=O (7-bromo-2-oxo chroman), substituted acrylic acid, BrC1=CC=C2CCC(OC2=C1)=O (7-bromo-2-oxo chroman), BrC=1C=C(C=CC1)O (3-bromo phenol), C1(=CC=CC=C1)OC(C=C)=O (phenyl-acrylate), BrC=1C=C(C=CC1)O (3-bromo phenol), BrC=1C=C(C=CC1)O (3-bromo phenol), BrC=1C=C(C=CC1)O (3-bromo phenol), C1(=CC=CC=C1)OC(C=C)=O (phenyl-acrylate), BrC=1C=C(C=CC1)O (3-bromo phenol), acid chloride. The reagents and catalysts are [Al+3].[Cl-].[Cl-].[Cl-] (AlCl3). Solvent: C(Cl)Cl (methylene chloride), O1CCCC1 (tetrahydrofuran).